From a dataset of the Open Reaction Database (ORD), a public repository of structured organic reaction records. describe an organic reaction: reactants, conditions, products, and yield The reactants are C1CCOC1, C[Si](C)(C)[N-][Si](C)(C)C, Fc1ncccc1-c1ncnc2[nH]ccc12, [Li+], Cc1ccc2c(=O)[nH]ccc2c1N. Product: Cc1ccc2c(=O)[nH]ccc2c1Nc1ncccc1-c1ncnc2[nH]ccc12. RXN SMILES: [CH2:40]1[O:41][CH2:42][CH2:43][CH2:44]1.[CH3:30][Si:31]([N-:32][Si:33]([CH3:34])([CH3:35])[CH3:36])([CH3:37])[CH3:38].[F:1][c:2]1[n:3][cH:4][cH:5][cH:6][c:7]1-[c:8]1[c:9]2[c:10]([n:11][cH:12][n:13]1)[nH:14][cH:15][cH:16]2.[Li+:39].[NH2:17][c:18]1[c:19]2[cH:20][cH:21][nH:22][c:23](=[O:29])[c:24]2[cH:25][cH:26][c:27]1[CH3:28]>>[c:2]1([NH:17][c:18]2[c:19]3[cH:20][cH:21][nH:22][c:23](=[O:29])[c:24]3[cH:25][cH:26][c:27]2[CH3:28])[n:3][cH:4][cH:5][cH:6][c:7]1-[c:8]1[c:9]2[c:10]([n:11][cH:12][n:13]1)[nH:14][cH:15][cH:16]2. Starting materials: C1CCOC1, COC(=O)Cc1ccc2c(c1)OCO2, CI, CC(C)[N-]C(C)C, [Cl-], [Li+], [NH4+]. Yields the product COC(=O)C(C)c1ccc2c(c1)OCO2. As a reaction SMILES: [CH2:27]1[O:28][CH2:29][CH2:30][CH2:31]1.[CH2:9]1[O:10][c:11]2[cH:12][c:13]([CH2:18][C:19](=[O:20])[O:21][CH3:22])[cH:14][cH:15][c:16]2[O:17]1.[CH3:23][I:24].[CH3:2][CH:3]([N-:4][CH:5]([CH3:6])[CH3:7])[CH3:8].[Cl-:25].[Li+:1].[NH4+:26]>>[CH3:2][CH:18]([c:13]1[cH:12][c:11]2[c:16]([cH:15][cH:14]1)[O:17][CH2:9][O:10]2)[C:19](=[O:20])[O:21][CH3:22]. Starting materials: C1CCOC1, C[S-], CC(=O)O, CCOC(C)=O, COC(=O)c1cc(S(=O)(=O)c2cc(Br)cc(OC(C)(C)C)c2)c([N+](=O)[O-])s1, [Na+]. Product: COC(=O)c1cc(S(=O)(=O)c2cc(Br)cc(OC(C)(C)C)c2)c(SC)s1. RXN SMILES: [CH2:35]1[O:36][CH2:37][CH2:38][CH2:39]1.[CH3:1][S-:2].[CH3:31][C:32](=[O:33])[OH:34].[CH3:40][CH2:41][O:42][C:43]([CH3:44])=[O:45].[CH3:4][O:5][C:6](=[O:7])[c:8]1[s:9][c:10]([N+:28]([O-:29])=[O:30])[c:11]([S:13](=[O:14])(=[O:15])[c:16]2[cH:17][c:18]([Br:27])[cH:19][c:20]([O:22][C:23]([CH3:24])([CH3:25])[CH3:26])[cH:21]2)[cH:12]1.[Na+:3]>>[CH3:1][S:2][c:10]1[s:9][c:8]([C:6]([O:5][CH3:4])=[O:7])[cH:12][c:11]1[S:13](=[O:14])(=[O:15])[c:16]1[cH:17][c:18]([Br:27])[cH:19][c:20]([O:22][C:23]([CH3:24])([CH3:25])[CH3:26])[cH:21]1. Starting materials: O=C(c1ncc[nH]1)c1ncc[nH]1, C=CCC1(C)CC(c2cccc(Cl)c2)C(c2ccc(Cl)cc2)N(C(CC)CNCC(C)(C)O)C1=O, C1COCCO1. Yields the product C=CCC1(C)CC(c2cccc(Cl)c2)C(c2ccc(Cl)cc2)N(C(CC)CN2CC(C)(C)OC2=O)C1=O. As a reaction SMILES: [C:36](=[O:37])([c:38]1[nH:39][cH:40][cH:41][n:42]1)[c:43]1[nH:44][cH:45][cH:46][n:47]1.[CH2:1]([CH:2]=[CH2:3])[C:4]1([CH3:35])[C:5](=[O:34])[N:6]([CH:24]([CH2:25][NH:26][CH2:27][C:28]([CH3:29])([CH3:30])[OH:31])[CH2:32][CH3:33])[CH:7]([c:17]2[cH:18][cH:19][c:20]([Cl:23])[cH:21][cH:22]2)[CH:8]([c:10]2[cH:11][c:12]([Cl:16])[cH:13][cH:14][cH:15]2)[CH2:9]1.[O:48]1[CH2:49][CH2:50][O:51][CH2:52][CH2:53]1>>[CH2:1]([CH:2]=[CH2:3])[C:4]1([CH3:35])[C:5](=[O:34])[N:6]([CH:24]([CH2:25][N:26]2[CH2:27][C:28]([CH3:29])([CH3:30])[O:31][C:36]2=[O:37])[CH2:32][CH3:33])[CH:7]([c:17]2[cH:18][cH:19][c:20]([Cl:23])[cH:21][cH:22]2)[CH:8]([c:10]2[cH:11][c:12]([Cl:16])[cH:13][cH:14][cH:15]2)[CH2:9]1. Reactants: OC1CCC(C2CCCC2)CC1, C1CCOC1, CC(C)OC(=O)N=NC(=O)OC(C)C, CC1(c2ccc3cc(O)ccc3c2)COC(=O)N1, c1ccc(P(c2ccccc2)c2ccccc2)cc1. Yields the product CC1(c2ccc3cc(OC4CCC(C5CCCC5)CC4)ccc3c2)COC(=O)N1. Reaction SMILES: [CH:19]1([CH:24]2[CH2:25][CH2:26][CH:27]([OH:30])[CH2:28][CH2:29]2)[CH2:20][CH2:21][CH2:22][CH2:23]1.[O:50]1[CH2:51][CH2:52][CH2:53][CH2:54]1.[O:55]=[C:56]([O:57][CH:58]([CH3:59])[CH3:60])[N:61]=[N:62][C:63]([O:64][CH:65]([CH3:66])[CH3:67])=[O:68].[OH:1][c:2]1[cH:3][c:4]2[cH:5][cH:6][c:7]([C:12]3([CH3:18])[NH:13][C:14](=[O:17])[O:15][CH2:16]3)[cH:8][c:9]2[cH:10][cH:11]1.[c:31]1([P:32]([c:33]2[cH:34][cH:35][cH:36][cH:37][cH:38]2)[c:39]2[cH:40][cH:41][cH:42][cH:43][cH:44]2)[cH:45][cH:46][cH:47][cH:48][cH:49]1>>[O:1]([c:2]1[cH:3][c:4]2[cH:5][cH:6][c:7]([C:12]3([CH3:18])[NH:13][C:14](=[O:17])[O:15][CH2:16]3)[cH:8][c:9]2[cH:10][cH:11]1)[CH:27]1[CH2:26][CH2:25][CH:24]([CH:19]2[CH2:20][CH2:21][CH2:22][CH2:23]2)[CH2:29][CH2:28]1. Starting materials: Cc1ccccc1, O=C(O)c1cc2cc(O)ccc2[nH]1. Yields the product COC(=O)c1cc2cc(O)ccc2[nH]1. As a reaction SMILES: [CH3:14][c:15]1[cH:16][cH:17][cH:18][cH:19][cH:20]1.[OH:1][c:2]1[cH:3][c:4]2[cH:5][c:6]([C:11](=[O:12])[OH:13])[nH:7][c:8]2[cH:9][cH:10]1>>[OH:1][c:2]1[cH:3][c:4]2[cH:5][c:6]([C:11]([O:12][CH3:14])=[O:13])[nH:7][c:8]2[cH:9][cH:10]1. The reactants are [H-].[Na+] (sodium hydride), C(C)O (ethanol), C(C)O (ethanol), S1C(=CC=C1)CC(=O)O (thiolacetic acid), BrC(CC(=O)N1[C@H](C(=O)O)CCC1)C(=O)C1=CC2=CC=CC=C2C=C1 (1-[3-bromo-3-(2-naphthoyl)propionyl]-L-proline). Conditions: time 30 minute. Product: C(C)(=O)SC(CC(=O)N1[C@H](C(=O)O)CCC1)C(=O)C1=CC2=CC=CC=C2C=C1 (1-[3-(Acetylthio)-3-(2-naphthoyl)propionyl]-L-proline). As a reaction SMILES: [H-].[Na+].[S:3]1C=CC=C1CC(O)=O.Br[CH:13]([C:25]([C:27]1[CH:36]=[CH:35][C:34]2[C:29](=[CH:30][CH:31]=[CH:32][CH:33]=2)[CH:28]=1)=[O:26])[CH2:14][C:15]([N:17]1[CH2:24][CH2:23][CH2:22][C@H:18]1[C:19]([OH:21])=[O:20])=[O:16].[CH2:37]([OH:39])[CH3:38]>>[C:37]([S:3][CH:13]([C:25]([C:27]1[CH:36]=[CH:35][C:34]2[C:29](=[CH:30][CH:31]=[CH:32][CH:33]=2)[CH:28]=1)=[O:26])[CH2:14][C:15]([N:17]1[CH2:24][CH2:23][CH2:22][C@H:18]1[C:19]([OH:21])=[O:20])=[O:16])(=[O:39])[CH3:38] |f:0.1|. Procedure: To 30 ml. of ethanol cooled in an ice bath is added 380 mg. of sodium hydride (60% dispersion in oil), and 0.67 ml. of thiolacetic acid. After stirring for 30 minutes, 2.55 g. of 1-[3-bromo-3-(2-naphthoyl)propionyl]-L-proline is added and the mixture is stirred for 18 hours. The solvent is removed under vacuum. The residue is chromatographed on a silica gel column with ethyl acetate-hexane-acetic acid (7.5:2.5:0.2) as solvent to give 1.2 g. of the product of the example, as a white glass, [α]D -...